This data is from the Open Reaction Database (ORD), a public repository of structured organic reaction records. The task is: describe an organic reaction: reactants, conditions, products, and yield The reactants are C(CCCCCCCCCCC)OCC(OC(=O)OC)COC(C1=CC=CC=C1)(C1=CC=CC=C1)C1=CC=CC=C1 ((rac)-1-O-dodecyl-2-O-methoxycarbonyl-3-O-trityl-glycerol), FC(C(=O)O)(F)F (trifluoroacetic acid), ice water. Solvent: C(Cl)Cl (methylene chloride). Conditions: time 8 minute. The product is C(CCCCCCCCCCC)OCC(OC(=O)OC)CO ((rac)-1-O-dodecyl-2-O-methoxycarbonyl-glycerol). Yield: 107.4%. As a reaction SMILES: [CH2:1]([O:13][CH2:14][CH:15]([CH2:21][O:22]C(C1C=CC=CC=1)(C1C=CC=CC=1)C1C=CC=CC=1)[O:16][C:17]([O:19][CH3:20])=[O:18])[CH2:2][CH2:3][CH2:4][CH2:5][CH2:6][CH2:7][CH2:8][CH2:9][CH2:10][CH2:11][CH3:12].FC(F)(F)C(O)=O>C(Cl)Cl>[CH2:1]([O:13][CH2:14][CH:15]([CH2:21][OH:22])[O:16][C:17]([O:19][CH3:20])=[O:18])[CH2:2][CH2:3][CH2:4][CH2:5][CH2:6][CH2:7][CH2:8][CH2:9][CH2:10][CH2:11][CH3:12]. Reported procedure: To a solution of (rac)-1-O-dodecyl-2-O-methoxycarbonyl-3-O-trityl-glycerol (10.2 g) in methylene chloride (100 ml) was added trifluoroacetic acid (10 ml) in one portion. After the yellow solution was stirred for 8 minutes at ambient temperature, ice water (100 ml) was added. The organic layer was washed with aqueous sodium bicarbonate solution and water, dried, and evaporated under reduced pressure. The residue was treated with n-hexane (50 ml) to remove triphenylmethanol as a white crystal. The... The reactants are O1C(=CC=C1)\C=C\1/CN(CCC1O)C(C1=CC=CC=C1)(C1=CC=CC=C1)C1=CC=CC=C1 ((E)-3-[(furan-2-yl)methylidene]-1-(triphenylmethyl)piperidin-4-ol), C(C)(=O)O (acetic acid), C(C)(=O)O (acetic acid). The solvent is ClCCl (dichloromethane). Conditions: temperature 60 celsius, time 3 hour. Product: C(C)(=O)O.O1C(=CC=C1)\C=C\1/CNCCC1O ((E)-3-[(Furan-2-yl)methylidene]piperidin-4-ol hydrogen acetate). Reaction SMILES: [O:1]1[CH:5]=[CH:4][CH:3]=[C:2]1/[CH:6]=[C:7]1\[CH2:8][N:9](C(C2C=CC=CC=2)(C2C=CC=CC=2)C2C=CC=CC=2)[CH2:10][CH2:11][CH:12]\1[OH:13].[C:33]([OH:36])(=[O:35])[CH3:34]>ClCCl>[C:33]([OH:36])(=[O:35])[CH3:34].[O:1]1[CH:5]=[CH:4][CH:3]=[C:2]1/[CH:6]=[C:7]1\[CH2:8][NH:9][CH2:10][CH2:11][CH:12]\1[OH:13] |f:3.4|. Reported procedure: To a solution of (E)-3-[(furan-2-yl)methylidene]-1-(triphenylmethyl)piperidin-4-ol (3.70 g) in dichloromethane (75 ml) was added acetic acid (10 ml) under ice-cooling, and the resulting mixture was stirred at 60° C. for 3 hours. After stirring, acetic acid (10 ml) was added to the reaction mixture, and the resulting mixture was furthermore stirred at 60° C. for 1.5 hours. The reaction mixture was evaporated in vacuo, and the residue was purified by chromatography on a silica gel column using a m... The reactants are COC1=NC(=C(C=C1NC(OC1=CC=CC=C1)=O)C)CCC (Phenyl N-(2-methoxy-5-methyl-6-propylpyridin-3-yl)carbamate), CC=1C=C(C=C(C1)C)N1CCNCC1 (1-(3,5-dimethylphenyl)piperazine). Yields the product COC1=NC(=C(C=C1NC(=O)N1CCN(CC1)C1=CC(=CC(=C1)C)C)C)CCC (1-[(2-Methoxy-5-methyl-6-propylpyridin-3-yl)aminocarbonyl]-4-(3,5-dimethylphenyl)piperazine). Isolated yield 54.0%. As a reaction SMILES: [CH3:1][O:2][C:3]1[C:8]([NH:9][C:10](=[O:18])OC2C=CC=CC=2)=[CH:7][C:6]([CH3:19])=[C:5]([CH2:20][CH2:21][CH3:22])[N:4]=1.[CH3:23][C:24]1[CH:25]=[C:26]([N:31]2[CH2:36][CH2:35][NH:34][CH2:33][CH2:32]2)[CH:27]=[C:28]([CH3:30])[CH:29]=1>>[CH3:1][O:2][C:3]1[C:8]([NH:9][C:10]([N:34]2[CH2:35][CH2:36][N:31]([C:26]3[CH:27]=[C:28]([CH3:30])[CH:29]=[C:24]([CH3:23])[CH:25]=3)[CH2:32][CH2:33]2)=[O:18])=[CH:7][C:6]([CH3:19])=[C:5]([CH2:20][CH2:21][CH3:22])[N:4]=1. Procedure details: Phenyl N-(2-methoxy-5-methyl-6-propylpyridin-3-yl)carbamate and 1-(3,5-dimethylphenyl)piperazine were reacted by the same way with the example 1 to obtain the titled compound. Reactants: C(C)(C)N(C(=O)Cl)C(C)C (diisopropylcarbamoyl chloride), N1=CC(=CC2=CC=CC=C12)C#CCO (3-(3-quinolyl)-2-propyn-1-ol), Compound ( 3 ), CC(C)([O-])C.[K+] (Potassium t-butoxide), [NH4+].[Cl-] (NH4Cl). The solvent is CC(C)(C)OC (MTBE), C1CCOC1 (THF). Conditions: temperature 0 celsius, time 2 hour. Yields the product C(C)(C)N(C(=O)OCC#CC=1C=NC2=CC=CC=C2C1)C(C)C (3-(3-Quinolyl)-2-Propyn-1-ol Diisopropyl Carbamate). Reaction SMILES: [N:1]1[C:10]2[C:5](=[CH:6][CH:7]=[CH:8][CH:9]=2)[CH:4]=[C:3]([C:11]#[C:12][CH2:13][OH:14])[CH:2]=1.CC(C)([O-])C.[K+].[CH:21]([N:24]([CH:28]([CH3:30])[CH3:29])[C:25](Cl)=[O:26])([CH3:23])[CH3:22].[NH4+].[Cl-]>C1COCC1.CC(OC)(C)C>[CH:21]([N:24]([CH:28]([CH3:30])[CH3:29])[C:25]([O:14][CH2:13][C:12]#[C:11][C:3]1[CH:2]=[N:1][C:10]2[C:5]([CH:4]=1)=[CH:6][CH:7]=[CH:8][CH:9]=2)=[O:26])([CH3:23])[CH3:22] |f:1.2,4.5|. Reported procedure: To a dry three-necked round-bottom flask equipped with nitrogen inlet and overhead stirrer was charged 3-(3-quinolyl)-2-propyn-1-ol (2 g, 10.8 mmol) (Scheme 1, Compound (3) in THF (20 ml) and the solution was cooled to 0° C. Potassium t-butoxide (1.34 g, 11.9 mmol) was then added followed by diisopropylcarbamoyl chloride (1.65 g, 11.9 mmol). The mixture was stirred for 2 h at 0° C. and then allowed to warm up to room temperature over a period of 6 hours, by which time the reaction was determined... Starting materials: COCCBr, O=C([O-])[O-], [Cs+], [Cs+], Oc1ccc(F)nc1, CN(C)C=O. Yields the product COCCOc1ccc(F)nc1. RXN SMILES: [Br:15][CH2:16][CH2:17][O:18][CH3:19].[C:1](=[O:2])([O-:3])[O-:4].[Cs+:5].[Cs+:6].[F:7][c:8]1[cH:9][cH:10][c:11]([OH:14])[cH:12][n:13]1.[O:20]=[CH:21][N:22]([CH3:23])[CH3:24]>>[F:7][c:8]1[cH:9][cH:10][c:11]([O:14][CH2:16][CH2:17][O:18][CH3:19])[cH:12][n:13]1. Reactants: N1C=C(C2=CC=CC=C12)C=1C(=O)N(C(C1C1=CNC2=CC=CC=C12)=O)C (2,3-bis(1H-indol-3-yl)-N-methylmaleimide). The reagents and catalysts are [C].[Pd] (palladium-carbon). The solvent is CN(C)C=O (DMF). Reaction conditions: time 1 day. The product is N1C=C(C2=CC=CC=C12)C1C(N(C(C1C1=CNC2=CC=CC=C12)=O)C)=O (3,4-bis(1H-indol-3-yl)-1-methy-2,5-dioxopyrrolidine). Isolated yield 93.9%. RXN SMILES: [NH:1]1[C:9]2[C:4](=[CH:5][CH:6]=[CH:7][CH:8]=2)[C:3]([C:10]2[C:11]([N:13]([CH3:26])[C:14](=[O:25])[C:15]=2[C:16]2[C:24]3[C:19](=[CH:20][CH:21]=[CH:22][CH:23]=3)[NH:18][CH:17]=2)=[O:12])=[CH:2]1>CN(C=O)C.[C].[Pd]>[NH:1]1[C:9]2[C:4](=[CH:5][CH:6]=[CH:7][CH:8]=2)[C:3]([CH:10]2[CH:15]([C:16]3[C:24]4[C:19](=[CH:20][CH:21]=[CH:22][CH:23]=4)[NH:18][CH:17]=3)[C:14](=[O:25])[N:13]([CH3:26])[C:11]2=[O:12])=[CH:2]1 |f:2.3|. Procedure details: To a solution of 2,3-bis(1H-indol-3-yl)-N-methylmaleimide (14 mg, 0.04 mmol) synthesized according to a known method (Tetrahedron, Vol. 44, p. 2887, 1988) in DMF (1 mL) was added a small amount of 10% palladium-carbon and the whole was stirred at room temperature for 1 day under hydrogen atmosphere. The palladium-carbon was removed by filtration, and the filtrate was concentrated under reduced pressure. The residue was purified by column chromatography over silica gel (ethyl acetate:n-hexane=2:1...